describe an organic reaction: reactants, conditions, products, and yield From a dataset of the Open Reaction Database (ORD), a public repository of structured organic reaction records. Starting materials: O (Water), BrC=1C=C2C(=C(C=NC2=CC1)[N+](=O)[O-])Cl (6-Bromo-4-chloro-3-nitroquinoline), compound, COC1=CC=C(C=N1)N (6-methoxypyridin-3-amine). Solvent: C(C)(=O)O (acetic acid). Reaction conditions: time 8 hour. The product is BrC=1C=C2C(=C(C=NC2=CC1)[N+](=O)[O-])NC=1C=NC(=CC1)OC (6-bromo-N-(6-methoxypyridin-3-yl)-3-nitroquinolin-4-amine). As a reaction SMILES: [Br:1][C:2]1[CH:3]=[C:4]2[C:9](=[CH:10][CH:11]=1)[N:8]=[CH:7][C:6]([N+:12]([O-:14])=[O:13])=[C:5]2Cl.[CH3:16][O:17][C:18]1[N:23]=[CH:22][C:21]([NH2:24])=[CH:20][CH:19]=1.O>C(O)(=O)C>[Br:1][C:2]1[CH:3]=[C:4]2[C:9](=[CH:10][CH:11]=1)[N:8]=[CH:7][C:6]([N+:12]([O-:14])=[O:13])=[C:5]2[NH:24][C:21]1[CH:22]=[N:23][C:18]([O:17][CH3:16])=[CH:19][CH:20]=1. Reported procedure: 6-Bromo-4-chloro-3-nitroquinoline (compound of step 1, 5.2 mmol) and 6-methoxypyridin-3-amine (commercially available, 5.2 mmol) was dissolved in acetic acid (5 mL) and the mixture was stirred overnight. Water was added and the yellow precipitate was filtered off. The precipitate was washed with water and dried. The solid obtained was partitioned and extracted with EtOAc and THF, washed with saturated aqueous NaHCO3. The organic layer was dried over anhydrous sodium sulfate and concentrated to o... Reactants: [Ag+], CCOC(=O)C1=C(c2ccccc2)c2ccc(OC)cc2C1Br, CO, O=[N+]([O-])[O-]. Yields the product CCOC(=O)C1=C(c2ccccc2)c2ccc(OC)cc2C1OC. As a reaction SMILES: [Ag+:30].[CH2:1]([CH3:2])[O:3][C:4](=[O:5])[C:6]1=[C:14]([c:15]2[cH:16][cH:17][cH:18][cH:19][cH:20]2)[c:13]2[c:8]([cH:9][c:10]([O:21][CH3:22])[cH:11][cH:12]2)[CH:7]1[Br:23].[CH3:24][OH:25].[N+:26]([O-:27])([O-:28])=[O:29]>>[CH2:1]([CH3:2])[O:3][C:4](=[O:5])[C:6]1=[C:14]([c:15]2[cH:16][cH:17][cH:18][cH:19][cH:20]2)[c:13]2[c:8]([cH:9][c:10]([O:21][CH3:22])[cH:11][cH:12]2)[CH:7]1[O:25][CH3:24]. The reactants are [BH3-]C#N, CC(C)(C)OC(=O)N1CCN(c2ncccc2N)CC1, CC(C)=O, CC(=O)O, CO, ClC(Cl)Cl, [Na+]. Product: CC(C)Nc1cccnc1N1CCN(C(=O)OC(C)(C)C)CC1. Reaction SMILES: [C:29]([BH3-:30])#[N:31].[CH3:1][C:2]([CH3:3])([O:4][C:5](=[O:6])[N:7]1[CH2:8][CH2:9][N:10]([c:13]2[n:14][cH:15][cH:16][cH:17][c:18]2[NH2:19])[CH2:11][CH2:12]1)[CH3:20].[CH3:21][C:22]([CH3:23])=[O:24].[CH3:25][C:26](=[O:27])[OH:28].[CH3:33][OH:34].[CH:35]([Cl:36])([Cl:37])[Cl:38].[Na+:32]>>[CH3:1][C:2]([CH3:3])([O:4][C:5](=[O:6])[N:7]1[CH2:8][CH2:9][N:10]([c:13]2[n:14][cH:15][cH:16][cH:17][c:18]2[NH:19][CH:22]([CH3:21])[CH3:23])[CH2:11][CH2:12]1)[CH3:20]. Reactants: CCn1nnc(C2OC(OC(C)=O)C(OC(C)=O)C2OC(C)=O)n1, C[Si](C)(C)OS(=O)(=O)C(F)(F)F, CC(Cl)(Cl)Cl, Cc1ccccc1, CCOC(C)=O, O=C(NCCN1CCCCC1)c1nc(NCC(c2ccccc2)c2ccccc2)c2nc[nH]c2n1. The product is CCn1nnc(C2OC(n3cnc4c(NCC(c5ccccc5)c5ccccc5)nc(C(=O)NCCN5CCCCC5)nc43)C(OC(C)=O)C2OC(C)=O)n1. RXN SMILES: [C:36]([CH3:37])(=[O:38])[O:39][CH:40]1[CH:41]([c:53]2[n:54][n:55][n:56]([CH2:58][CH3:59])[n:57]2)[O:42][CH:43]([O:49][C:50](=[O:51])[CH3:52])[CH:44]1[O:45][C:46]([CH3:47])=[O:48].[CH3:60][Si:61]([O:62][S:63]([C:64]([F:65])([F:66])[F:67])(=[O:68])=[O:69])([CH3:70])[CH3:71].[CH3:72][C:73]([Cl:74])([Cl:75])[Cl:76].[CH3:77][c:78]1[cH:79][cH:80][cH:81][cH:82][cH:83]1.[CH3:84][CH2:85][O:86][C:87](=[O:88])[CH3:89].[c:1]1([CH:7]([CH2:8][NH:9][c:10]2[c:11]3[n:12][cH:13][nH:14][c:15]3[n:16][c:17]([C:19](=[O:20])[NH:21][CH2:22][CH2:23][N:24]3[CH2:25][CH2:26][CH2:27][CH2:28][CH2:29]3)[n:18]2)[c:30]2[cH:31][cH:32][cH:33][cH:34][cH:35]2)[cH:2][cH:3][cH:4][cH:5][cH:6]1>>[c:1]1([CH:7]([CH2:8][NH:9][c:10]2[c:11]3[n:12][cH:13][n:14]([CH:43]4[O:42][CH:41]([c:53]5[n:54][n:55][n:56]([CH2:58][CH3:59])[n:57]5)[CH:40]([O:39][C:36]([CH3:37])=[O:38])[CH:44]4[O:45][C:46]([CH3:47])=[O:48])[c:15]3[n:16][c:17]([C:19](=[O:20])[NH:21][CH2:22][CH2:23][N:24]3[CH2:25][CH2:26][CH2:27][CH2:28][CH2:29]3)[n:18]2)[c:30]2[cH:31][cH:32][cH:33][cH:34][cH:35]2)[cH:2][cH:3][cH:4][cH:5][cH:6]1. The product is CC1(CC2=CC=C(C=C2C1)CC(=O)O)C (2,2-dimethyl-5-indanacetic acid). Procedure details: 2,2-dimethylindan is used for the next reaction in crude state. p0 (e) 2,2-dimethyl-α-oxo-5-indanacetic acid methyl ester is used for the next reaction in crude state. As a reaction SMILES: CC1(C)CC2C(=CC=CC=2)C1.C[O:13][C:14](=[O:28])[C:15](=O)[C:16]1[CH:17]=[C:18]2[C:22](=[CH:23][CH:24]=1)[CH2:21][C:20]([CH3:26])([CH3:25])[CH2:19]2>>[CH3:25][C:20]1([CH3:26])[CH2:19][C:18]2[C:22](=[CH:23][CH:24]=[C:16]([CH2:15][C:14]([OH:28])=[O:13])[CH:17]=2)[CH2:21]1. Starting materials: CC1(CC2=CC=CC=C2C1)C (2,2-dimethylindan), COC(C(C=1C=C2CC(CC2=CC1)(C)C)=O)=O (2,2-dimethyl-α-oxo-5-indanacetic acid methyl ester).